From a dataset of the Open Reaction Database (ORD), a public repository of structured organic reaction records. describe an organic reaction: reactants, conditions, products, and yield The reactants are C(C)S(=O)(=O)N1CCC(CC1)C1=CNC2=C(C=C(C=C12)C1=CC(=CC=C1)CNC(CCCC)=O)C(=O)N (3-[1-(ethylsulfonyl)-4-piperidinyl]-5-{3-[(pentanoylamino)methyl]phenyl}-1H-indole-7-carboxamide), CC1(OB(OC1(C)C)C=1C=C(C=CC1)CNC(CCCC)=O)C (N-{[3-(4,4,5,5-tetramethyl-1,3,2-dioxaborolan-2-yl)phenyl]methyl}pentanamide). The product is C(C)(=O)N1CCC(CC1)C(=O)NCC=1C=C(C=CC1)C=1C=C2C(=CNC2=C(C1)C(=O)N)C1CCN(CC1)S(=O)(=O)CC (5-[3-({[(1-acetyl-4-piperidinyl)carbonyl]amino}methyl)phenyl]-3-[1-(ethylsulfonyl)-4-piperidinyl]-1H-indole-7-carboxamide). RXN SMILES: [CH2:1]([S:3]([N:6]1[CH2:11][CH2:10][CH:9]([C:12]2[C:20]3[C:15](=[C:16]([C:35]([NH2:37])=[O:36])[CH:17]=[C:18]([C:21]4[CH:26]=[CH:25][CH:24]=[C:23]([CH2:27][NH:28][C:29](=[O:34])CCCC)[CH:22]=4)[CH:19]=3)[NH:14][CH:13]=2)[CH2:8][CH2:7]1)(=[O:5])=[O:4])[CH3:2].CC1(C)C(C)(C)OB(C2C=[C:48]([CH2:52][NH:53][C:54](=[O:59])[CH2:55]CCC)[CH:49]=[CH:50][CH:51]=2)O1>>[C:54]([N:53]1[CH2:52][CH2:48][CH:49]([C:29]([NH:28][CH2:27][C:23]2[CH:22]=[C:21]([C:18]3[CH:19]=[C:20]4[C:15](=[C:16]([C:35]([NH2:37])=[O:36])[CH:17]=3)[NH:14][CH:13]=[C:12]4[CH:9]3[CH2:8][CH2:7][N:6]([S:3]([CH2:1][CH3:2])(=[O:4])=[O:5])[CH2:11][CH2:10]3)[CH:26]=[CH:25][CH:24]=2)=[O:34])[CH2:50][CH2:51]1)(=[O:59])[CH3:55]. Procedure details: The title compound was prepared according to the general procedure of 3-[1-(ethylsulfonyl)-4-piperidinyl]-5-{3-[(pentanoylamino)methyl]phenyl}-1H-indole-7-carboxamide substituting 1-acetyl-N-{[3-(4,4,5,5-tetramethyl-1,3,2-dioxaborolan-2-yl)phenyl]methyl}-4-piperidinecarboxamide (56 mg, 0.144 mmol) for N-{[3-(4,4,5,5-tetramethyl-1,3,2-dioxaborolan-2-yl)phenyl]methyl}pentanamide. Compound was purified by Gilson Preparatory HPLC to give the title compound. Reactants: COc1ccc(CCN(C)CCCOc2cc(-c3ccc(OC)c(OC)c3)nn2Cc2ccccc2)cc1OC, CO, O=CO, [Pd]. Yields the product COc1ccc(CCN(C)CCCOc2cc(-c3ccc(OC)c(OC)c3)[nH]n2)cc1OC. Reaction SMILES: [CH3:1][O:2][c:3]1[cH:4][c:5]([CH2:11][CH2:12][N:13]([CH3:14])[CH2:15][CH2:16][CH2:17][O:18][c:19]2[n:20]([CH2:34][c:35]3[cH:36][cH:37][cH:38][cH:39][cH:40]3)[n:21][c:22](-[c:24]3[cH:25][c:26]([O:32][CH3:33])[c:27]([O:30][CH3:31])[cH:28][cH:29]3)[cH:23]2)[cH:6][cH:7][c:8]1[O:9][CH3:10].[CH3:44][OH:45].[CH:41]([OH:42])=[O:43].[Pd:46]>>[CH3:1][O:2][c:3]1[cH:4][c:5]([CH2:11][CH2:12][N:13]([CH3:14])[CH2:15][CH2:16][CH2:17][O:18][c:19]2[n:20][nH:21][c:22](-[c:24]3[cH:25][c:26]([O:32][CH3:33])[c:27]([O:30][CH3:31])[cH:28][cH:29]3)[cH:23]2)[cH:6][cH:7][c:8]1[O:9][CH3:10]. Reactants: COc1cccc2cc(C3CCOC3)oc12, [H-], [Na+]. The product is Oc1cccc2cc(C3CCOC3)oc12. Reaction SMILES: [CH3:3][O:4][c:5]1[cH:6][cH:7][cH:8][c:9]2[cH:10][c:11]([CH:14]3[CH2:15][O:16][CH2:17][CH2:18]3)[o:12][c:13]12.[H-:1].[Na+:2]>>[OH:4][c:5]1[cH:6][cH:7][cH:8][c:9]2[cH:10][c:11]([CH:14]3[CH2:15][O:16][CH2:17][CH2:18]3)[o:12][c:13]12. The reactants are Cl.ClC1=CC=C(C=C1)NN (4-Chlorophenylhydrazine hydrochloride), C(C)OC(CSC1CCN(CC1)CC1=CC=CC=C1)OCC (4-[(2,2-diethoxyethyl)thio]-1-(phenylmethyl)piperidine), Cl (hydrogen chloride). Run in C(C)(C)O (isopropanol). Run at temperature 0 celsius, time 4 hour. Yields the product Cl.ClC=1C=C2C(=CNC2=CC1)SC1CCN(CC1)CC1=CC=CC=C1 (5-chloro-3-[[1-(phenylmethyl)piperidin-4-yl]thio]-1H-indole hydrochloride). Yield: 127.4%. RXN SMILES: Cl.[Cl:2][C:3]1[CH:8]=[CH:7][C:6]([NH:9]N)=[CH:5][CH:4]=1.C(O[CH:14](OCC)[CH2:15][S:16][CH:17]1[CH2:22][CH2:21][N:20]([CH2:23][C:24]2[CH:29]=[CH:28][CH:27]=[CH:26][CH:25]=2)[CH2:19][CH2:18]1)C.Cl>C(O)(C)C>[ClH:2].[Cl:2][C:3]1[CH:8]=[C:7]2[C:6](=[CH:5][CH:4]=1)[NH:9][CH:14]=[C:15]2[S:16][CH:17]1[CH2:18][CH2:19][N:20]([CH2:23][C:24]2[CH:25]=[CH:26][CH:27]=[CH:28][CH:29]=2)[CH2:21][CH2:22]1 |f:0.1,5.6|. Reported procedure: 4-Chlorophenylhydrazine hydrochloride (1 g) and 4-[(2,2-diethoxyethyl)thio]-1-(phenylmethyl)piperidine (1.8 g, prepared in Example 13) in isopropanol (20 ml) are stirred at room temperature under nitrogen until a solution is formed. After cooling to 0° C., the solution is saturated with gaseous hydrogen chloride. After 4 hours, the precipitate is filtered off, taken up in sodium hydroxide and extracted with ether and then with ethyl acetate. The combined organic phases are dried over sodium sulf... The reactants are ClC1=NC2=CC=CC=C2C(=N1)Cl (2,4-dichloroquinazoline), N1=CC=CC=C1 (pyridine). Reaction conditions: time 8 hour. Yields the product [Cl-].ClC1=NC2=CC=CC=C2C(=N1)[N+]1=CC=CC=C1 (1-(2-Chloroquinazoline-4-yl)pyridinium chloride). As a reaction SMILES: [Cl:1][C:2]1[N:11]=[C:10](Cl)[C:9]2[C:4](=[CH:5][CH:6]=[CH:7][CH:8]=2)[N:3]=1.[N:13]1[CH:18]=[CH:17][CH:16]=[CH:15][CH:14]=1>>[Cl-:1].[Cl:1][C:2]1[N:11]=[C:10]([N+:13]2[CH:18]=[CH:17][CH:16]=[CH:15][CH:14]=2)[C:9]2[C:4](=[CH:5][CH:6]=[CH:7][CH:8]=2)[N:3]=1 |f:2.3|. Reported procedure: A 50-g portion of 2,4-dichloroquinazoline was added to 500 ml of pyridine at ambient temperature. The reaction was stirred overnight under a calcium sulfate drying tube, chilled and filtered. The solid was rinsed thoroughly with pyridine and dried in vacuo giving 65 g of solid 1-(2-chloroquinazoline-4-yl)pyridinium chloride (m.p. 105°-107° C.; mixture melting point with 2,4-dichloroquinazoline 80°-87° C.). Starting materials: O (Water), S1C=C(C=C1)C(=O)O (3-thiophenecarboxylic acid), O=S(Cl)Cl (SOCl2), C(C)NCC (diethyl amine). Run in C(Cl)(Cl)Cl (CHCl3). The product is C(C)N(C(=O)C1=CSC=C1)CC (3-Thiophenecarboxylic acid, N,N-diethylamide). Yield: 88.7%. As a reaction SMILES: [S:1]1[CH:5]=[CH:4][C:3]([C:6]([OH:8])=O)=[CH:2]1.O=S(Cl)Cl.[CH2:13]([NH:15][CH2:16][CH3:17])[CH3:14].O>C(Cl)(Cl)Cl>[CH2:13]([N:15]([CH2:16][CH3:17])[C:6]([C:3]1[CH:4]=[CH:5][S:1][CH:2]=1)=[O:8])[CH3:14]. Reported procedure: A solution of 5.0 g (39 mmol) of 3-thiophenecarboxylic acid (Aldrich Chemical Co.), to which was added 10 mL (134 mmol) of SOCl2 in 20 mL of CHCl3 was stirred at reflux for 3 hours. After cooling to room temperature, the solution was concentrated in vacuo. The residue was dissolved in 15 mL of methylene chloride, and the solution was cooled in an ice bath. To this was added dropwise 13 mL (126 mmol) of diethyl amine, and the reaction was stirred at room temperature for 1 hour. Water was added, a... Reactants: FC=1C=C(C=CC1C(F)(F)F)[C@@H]([C@@H]1N(CCC1)C(=O)OC(C)(C)C)NC(=O)N1CC=2N=C(N=CC2CC1)NC(C)C ((R)-tert-butyl 2-((S)-(3-fluoro-4-(trifluoromethyl)phenyl)(2-(isopropylamino)-5,6,7,8-tetrahydropyrido[3,4-d]pyrimidine-7-carboxamido)methyl)pyrrolidine-1-carboxylate), O1CCC(CC1)NC=1N=CC2=C(N1)CN(CC2)C(=O)OC(C)(C)C (tert-butyl 2-(tetrahydro-2H-pyran-4-ylamino)-5,6-dihydropyrido[3,4-d]pyrimidine-7(8H)-carboxylate), [Si](C)(C)(C(C)(C)C)OC[C@@H](N)C1=CC(=C(C=C1)Cl)F ((S)-2-(tert-butyldimethylsilyloxy)-1-(4-chloro-3-fluorophenyl)ethanamine), [Si](C)(C)(C(C)(C)C)OC[C@@H](N)C1=CC(=C(C=C1)Cl)F ((S)-2-(tert-butyldimethylsilyloxy)-1-(4-chloro-3-fluorophenyl)ethanamine), [Si](C)(C)(C(C)(C)C)OCC(=O)C1=CC(=C(C=C1)Cl)F (2-(tert-butyldimethylsilyloxy)-1-(4-chloro-3-fluorophenyl)ethanone). Yields the product ClC=1C=C(C=CC1Cl)[C@@H](CO)NC(=O)N1CC=2N=C(N=CC2CC1)NC(C)C ((S)—N-(1-(3,4-dichlorophenyl)-2-hydroxyethyl)-2-(isopropylamino)-5,6-dihydropyrido[3,4-d]pyrimidine-7(8H)-carboxamide). As a reaction SMILES: FC1C=C([C@H](N[C:26]([N:28]2[CH2:37][CH2:36][C:35]3[CH:34]=[N:33][C:32]([NH:38][CH:39]([CH3:41])[CH3:40])=[N:31][C:30]=3[CH2:29]2)=[O:27])[C@H]2CCCN2C(OC(C)(C)C)=O)C=CC=1C(F)(F)F.[Si]([O:49][CH2:50][C@H:51]([C:53]1[CH:58]=[CH:57][C:56]([Cl:59])=[C:55](F)[CH:54]=1)[NH2:52])(C(C)(C)C)(C)C.[Si](OCC(C1C=CC([Cl:78])=C(F)C=1)=O)(C(C)(C)C)(C)C.O1CCC(NC2N=CC3CCN(C(OC(C)(C)C)=O)CC=3N=2)CC1>>[Cl:78][C:55]1[CH:54]=[C:53]([C@H:51]([NH:52][C:26]([N:28]2[CH2:37][CH2:36][C:35]3[CH:34]=[N:33][C:32]([NH:38][CH:39]([CH3:41])[CH3:40])=[N:31][C:30]=3[CH2:29]2)=[O:27])[CH2:50][OH:49])[CH:58]=[CH:57][C:56]=1[Cl:59]. Procedure: To a solution of 1-(3,4-dichlorophenyl)-2-hydroxyethanone (11.86 g, 57.843 mmol, CASRN 113337-38-5), imidazole (5.91 g, 86.764 mmol), and DMAP (0.71 g, 5.7843 mmol) in DMF (100 mL) cooled to 0° C. was added slowly tert-butylchlorodimethylsilane (10.898 g, 72.304 mmol) and the reaction was stirred at RT for 18 h. Water was added and the mixture was extracted with ether. The organic layer was dried, filtered, and concentrated. The crude residue was purified by passage through a SiO2 plug eluting w... The reactants are CC(=O)Oc1ccc(Cl)nc1C, Cl, [Na+], [OH-]. As a reaction SMILES: [Cl:1][c:2]1[cH:3][cH:4][c:5]([O:9][C:10](=[O:11])[CH3:12])[c:6]([CH3:8])[n:7]1.[ClH:15].[Na+:14].[OH-:13]>>[Cl:1][c:2]1[cH:3][cH:4][c:5]([OH:9])[c:6]([CH3:8])[n:7]1. The product is Cc1nc(Cl)ccc1O.